Dataset: the Open Reaction Database (ORD), a public repository of structured organic reaction records. Task: describe an organic reaction: reactants, conditions, products, and yield Reactants: NC=1N=CC(=C2C1OC(=C2)C2=CC=CC=1C=CSC12)C=1C=NN(C1)C1CCN(CC1)C(=O)OC(C)(C)C (tert-butyl 4-{4-[7-amino-2-(1-benzothiophen-7-yl)furo[2,3-c]pyridine-4-yl]-1H-pyrazol-1-yl}piperidine-1-carboxylate), Cl (HCl). Solvent: C(Cl)Cl (DCM). Run at time 30 minute. Yields the product NC=1N=CC(=C2C1OC(=C2)C2=CC=CC=1C=CSC12)C=1C=NN(C1)C1CCNCC1 (4-{4-[7-amino-2-(1-benzothiophen-7-yl)furo[2,3-c]pyridin-4-yl]-1H-pyrazol-1-yl}Piperidine). Yield: 71.0%. Reaction SMILES: [NH2:1][C:2]1[N:3]=[CH:4][C:5]([C:20]2[CH:21]=[N:22][N:23]([CH:25]3[CH2:30][CH2:29][N:28](C(OC(C)(C)C)=O)[CH2:27][CH2:26]3)[CH:24]=2)=[C:6]2[CH:10]=[C:9]([C:11]3[C:19]4[S:18][CH:17]=[CH:16][C:15]=4[CH:14]=[CH:13][CH:12]=3)[O:8][C:7]=12.Cl>C(Cl)Cl>[NH2:1][C:2]1[N:3]=[CH:4][C:5]([C:20]2[CH:21]=[N:22][N:23]([CH:25]3[CH2:30][CH2:29][NH:28][CH2:27][CH2:26]3)[CH:24]=2)=[C:6]2[CH:10]=[C:9]([C:11]3[C:19]4[S:18][CH:17]=[CH:16][C:15]=4[CH:14]=[CH:13][CH:12]=3)[O:8][C:7]=12. Procedure: A solution of tert-butyl 4-{4-[7-amino-2-(1-benzothiophen-7-yl)furo[2,3-c]pyridine-4-yl]-1H-pyrazol-1-yl}piperidine-1-carboxylate in DCM (1.50 mL) was treated with HCl (1 M in Et2O, 5.00 mL, 5.00 mmol) and stirred for 30 min. The reaction was concentrated in vacuo to afford 86 mg (71%) of the title compound. 1H NMR (400 MHz, CD3OD) δ 7.08 (s, 1 H), 7.00 (d, J=7.58 Hz, 1 H), 6.82 (d, J=7.83 Hz, 1 H), 6.79 (s, 1 H), 6.59 (s, 1 H), 6.50-6.54 (m, 2 H), 6.36 (t, J=7.71 Hz, 1 H), 6.32 (d, J=5.56 Hz, 1...